This data is from the Open Reaction Database (ORD), a public repository of structured organic reaction records. The task is: describe an organic reaction: reactants, conditions, products, and yield Starting materials: FC1=C(C=O)C=CC(=C1F)F (2,3,4-Trifluorobenzaldehyde), COC=1C=C(CC#N)C=CC1OC (3,4-dimethoxybenzyl cyanide). Product: COC=1C=C(C=CC1OC)/C(/C#N)=C/C1=C(C(=C(C=C1)F)F)F ((Z)-2-(3,4-dimethoxy-phenyl)-3-(2,3,4-trifluoro-phenyl)-acrylonitrile). The yield is 28.2%. RXN SMILES: [F:1][C:2]1[C:9]([F:10])=[C:8]([F:11])[CH:7]=[CH:6][C:3]=1[CH:4]=O.[CH3:12][O:13][C:14]1[CH:15]=[C:16]([CH:20]=[CH:21][C:22]=1[O:23][CH3:24])[CH2:17][C:18]#[N:19]>>[CH3:12][O:13][C:14]1[CH:15]=[C:16](/[C:17](=[CH:4]/[C:3]2[CH:6]=[CH:7][C:8]([F:11])=[C:9]([F:10])[C:2]=2[F:1])/[C:18]#[N:19])[CH:20]=[CH:21][C:22]=1[O:23][CH3:24]. Procedure: 2,3,4-Trifluorobenzaldehyde (160 mg) and 3,4-dimethoxybenzyl cyanide (177 mg) were subjected to condensation in accordance with process B of (production process 2), to thereby produce the target product (90 mg, yield: 30%).